From a dataset of the Open Reaction Database (ORD), a public repository of structured organic reaction records. describe an organic reaction: reactants, conditions, products, and yield Starting materials: N1C=NC2=C1C=CC(=C2)N (1H-benzo[d]imidazol-5-amine), N(=C=S)C1=C(SC=C1C)C(=O)OC (methyl 3-isothiocyanato-4-methylthiophene-2-carboxylate). Run in C1CCOC1 (THF). Product: N1C=NC2=C1C=CC(=C2)N2C(NC1=C(C2=O)SC=C1C)=S (3-(1H-benzo[d]imidazol-5-yl)-2,3-dihydro-7-methyl-2-thioxothieno[3,2-d]-pyrimidin-4(1H)-one). As a reaction SMILES: [NH:1]1[C:5]2[CH:6]=[CH:7][C:8]([NH2:10])=[CH:9][C:4]=2[N:3]=[CH:2]1.[N:11]([C:14]1[C:18]([CH3:19])=[CH:17][S:16][C:15]=1[C:20](OC)=[O:21])=[C:12]=[S:13]>C1COCC1>[NH:1]1[C:5]2[CH:6]=[CH:7][C:8]([N:10]3[C:20](=[O:21])[C:15]4[S:16][CH:17]=[C:18]([CH3:19])[C:14]=4[NH:11][C:12]3=[S:13])=[CH:9][C:4]=2[N:3]=[CH:2]1. Procedure details: 1H-benzo[d]imidazol-5-amine (0.13 g, 0.98 mmol) and methyl 3-isothiocyanato-4-methylthiophene-2-carboxylate (0.21 g, 0.98 mmol) were dissolved in 10 mL of THF. The mixture was stirred by heating under reflux over night. The solvent was removed and the product was purified by means of semi-preparative HPLC. The reactants are CN1CCN(CC1)C=1C=C(C=CC1)NC1=NC=C(C(=N1)CCC1=C(C=CC=C1)CC(=O)OC)C(F)(F)F (Methyl 2-(2-(2-(2-((3-(4-methylpiperazin-1-yl)phenyl)amino)-5-(trifluoromethyl)pyrimidin-4-yl)ethyl)phenyl)acetate), O (Water), CO (MeOH), O[Li].O (LiOH.H2O). Run in C1CCOC1 (THF). Reaction conditions: time 16 hour. Yields the product CN1CCN(CC1)C=1C=C(C=CC1)NC1=NC=C(C(=N1)CCC1=C(C=CC=C1)CC(=O)O)C(F)(F)F (2-(2-(2-(2-((3-(4-Methylpiperazin-1-yl)phenyl)amino)-5-(trifluoromethyl)pyrimidin-4-yl)ethyl)phenyl)acetic acid). RXN SMILES: [CH3:1][N:2]1[CH2:7][CH2:6][N:5]([C:8]2[CH:9]=[C:10]([NH:14][C:15]3[N:20]=[C:19]([CH2:21][CH2:22][C:23]4[CH:28]=[CH:27][CH:26]=[CH:25][C:24]=4[CH2:29][C:30]([O:32]C)=[O:31])[C:18]([C:34]([F:37])([F:36])[F:35])=[CH:17][N:16]=3)[CH:11]=[CH:12][CH:13]=2)[CH2:4][CH2:3]1.O[Li].O.O.CO>C1COCC1>[CH3:1][N:2]1[CH2:7][CH2:6][N:5]([C:8]2[CH:9]=[C:10]([NH:14][C:15]3[N:20]=[C:19]([CH2:21][CH2:22][C:23]4[CH:28]=[CH:27][CH:26]=[CH:25][C:24]=4[CH2:29][C:30]([OH:32])=[O:31])[C:18]([C:34]([F:36])([F:35])[F:37])=[CH:17][N:16]=3)[CH:11]=[CH:12][CH:13]=2)[CH2:4][CH2:3]1 |f:1.2|. Reported procedure: Methyl 2-(2-(2-(2-((3-(4-methylpiperazin-1-yl)phenyl)amino)-5-(trifluoromethyl)pyrimidin-4-yl)ethyl)phenyl)acetate (I67) (150 mg, 292 μmol) was dissolved in a THF (10 mL), then LiOH.H2O (36.7 mg, 876 μmol) was added. Water (2 mL) then MeOH (1 mL) was added. The resulting mixture was stirred at room temperature for 16 hours then the volatiles were removed by evaporation under reduced pressure. The residue was dissolved in MeOH (3 mL) then acidified with concentrated HCl to pH 2-3. The volatiles w... The reactants are C=CCCN, COc1cc(C(=O)O)cc(Cl)n1, O, O=C(O)CC(O)(CC(=O)O)C(=O)O. Yields the product C=CCCNc1cc(C(=O)O)cc(OC)n1. As a reaction SMILES: [CH2:13]([CH2:14][CH:15]=[CH2:16])[NH2:17].[Cl:1][c:2]1[cH:3][c:4]([C:5](=[O:6])[OH:7])[cH:8][c:9]([O:11][CH3:12])[n:10]1.[OH2:18].[OH:19][C:20]([CH2:21][C:22]([C:23](=[O:24])[OH:25])([CH2:26][C:27](=[O:28])[OH:29])[OH:30])=[O:31]>>[c:2]1([NH:17][CH2:13][CH2:14][CH:15]=[CH2:16])[cH:3][c:4]([C:5](=[O:6])[OH:7])[cH:8][c:9]([O:11][CH3:12])[n:10]1. Starting materials: COc1ccc2c(OCCc3c(Cc4ccccc4)ccnc3F)ccnc2c1, C1CCOC1, Cl. Product: COc1ccc2c(OCCc3c(Cc4ccccc4)cc[nH]c3=O)ccnc2c1. RXN SMILES: [CH2:1]([c:2]1[cH:3][cH:4][cH:5][cH:6][cH:7]1)[c:8]1[c:9]([CH2:15][CH2:16][O:17][c:18]2[cH:19][cH:20][n:21][c:22]3[cH:23][c:24]([O:28][CH3:29])[cH:25][cH:26][c:27]23)[c:10]([F:14])[n:11][cH:12][cH:13]1.[CH2:31]1[CH2:34][CH2:33][CH2:32][O:35]1.[ClH:30]>>[CH2:1]([c:2]1[cH:3][cH:4][cH:5][cH:6][cH:7]1)[c:8]1[c:9]([CH2:15][CH2:16][O:17][c:18]2[cH:19][cH:20][n:21][c:22]3[cH:23][c:24]([O:28][CH3:29])[cH:25][cH:26][c:27]23)[c:10](=[O:35])[nH:11][cH:12][cH:13]1. The reactants are C(C)(C)N1CCC(C2=CC(=C(C=C12)C)CCNC1=C(C(=O)OCC)C=CC=C1)(C)C (Ethyl [(1-isopropyl-4,4,7-trimethyl-1,2,3,4-tetrahydroquinolin-6-yl)ethylamino]benzoate), C(C)(C)N1CCC(C2=CC(=C(C=C12)C)CCNC1=C(C(=O)OCC)C=CC=C1)(C)C (Ethyl [(1-isopropyl-4,4,7-trimethyl-1,2,3,4-tetrahydroquinolin-6-yl)ethylamino]benzoate), C(C)O (ethanol), [OH-].[K+] (KOH). Reaction conditions: temperature 40 celsius, time 20 hour. Product: C(C)(C)N1CCC(C2=CC(=C(C=C12)C)CCNC1=CC=C(C(=O)O)C=C1)(C)C (4-[(1-Isopropyl-4,4,7-trimethyl-1,2,3,4-tetrahydroquinolin-6-yl)ethylamino]benzoic acid). As a reaction SMILES: [CH:1]([N:4]1[C:13]2[C:8](=[CH:9][C:10]([CH2:15][CH2:16][NH:17][C:18]3[CH:28]=[CH:27]C=C[C:19]=3[C:20](OCC)=O)=[C:11]([CH3:14])[CH:12]=2)[C:7]([CH3:30])([CH3:29])[CH2:6][CH2:5]1)([CH3:3])[CH3:2].[OH-:31].[K+].[CH2:33]([OH:35])[CH3:34]>>[CH:1]([N:4]1[C:13]2[C:8](=[CH:9][C:10]([CH2:15][CH2:16][NH:17][C:18]3[CH:28]=[CH:27][C:34]([C:33]([OH:31])=[O:35])=[CH:20][CH:19]=3)=[C:11]([CH3:14])[CH:12]=2)[C:7]([CH3:30])([CH3:29])[CH2:6][CH2:5]1)([CH3:2])[CH3:3] |f:1.2|. Procedure: Ethyl [(1-isopropyl-4,4,7-trimethyl-1,2,3,4-tetrahydroquinolin-6-yl)ethylamino]benzoate (Compound 23, 0.16 g, 0.39 mmol) was dissolved in ethanol (4.0 mL) and the solution treated with 2.3 M KOH (1.0 mL). The solution was heated to 40° C. and stirred for 20 hours. The solution was cooled and concentrated under reduced pressure. The residue was diluted with water, acidified with 10% HCl, sat. ammonium chloride, and extracted with ether (2×). The combined organic layers were washed with brine, dri... Reactants: BrCC(=O)Cl (Bromoacetyl chloride), CN1C(NC2=CC=CC=C2C1)=O (3,4-dihydro-3-methyl-2(1H)-quinazolinone), [Cl-].[Al+3].[Cl-].[Cl-] (aluminum chloride). Solvent: C(=S)=S (carbon disulfide). Yields the product BrCC(=O)C=1C=C2CN(C(NC2=CC1)=O)C (6-(Bromoacetyl)-3,4-dihydro-3-methyl-2(1H)-quinazolinone). Reaction SMILES: [Br:1][CH2:2][C:3](Cl)=[O:4].[CH3:6][N:7]1[CH2:16][C:15]2[C:10](=[CH:11][CH:12]=[CH:13][CH:14]=2)[NH:9][C:8]1=[O:17].[Cl-].[Al+3].[Cl-].[Cl-]>C(=S)=S>[Br:1][CH2:2][C:3]([C:13]1[CH:14]=[C:15]2[C:10](=[CH:11][CH:12]=1)[NH:9][C:8](=[O:17])[N:7]([CH3:6])[CH2:16]2)=[O:4] |f:2.3.4.5|. Reported procedure: Bromoacetyl chloride (4.8 g) is added dropwise to a stirring solution of 3,4-dihydro-3-methyl-2(1H)-quinazolinone (2.5 g) and anhydrous aluminum chloride (4.9 g) in carbon disulfide (50 ml) under nitrogen. The reaction mixture is refluxed for five hours, cooled to RT and the carbon disulfide decanted. The residue is treated with hydrochloric acid (6N) and the acidic residue poured into ice water, stirred and filtered. The filtered solid is washed with water and dried in vacuo, affording the desi... The reactants are C[Mg]Br (Methylmagnesium bromide), ClC=1C=C2C(=CN(C2=C(C1)C=O)COCC[Si](C)(C)C)C#N (5-chloro-7-formyl-1-((2-(trimethylsilyl)ethoxy)methyl)-1H-indole-3-carbonitrile), C[Mg]Br (methylmagnesium bromide). Solvent: C1CCOC1 (THF). Run at temperature -20 celsius, time 1 hour. Yields the product ClC=1C=C2C(=CN(C2=C(C1)C(C)O)COCC[Si](C)(C)C)C#N ((±)-5-chloro-7-(1-hydroxyethyl)-1-((2-(trimethylsilyl)ethoxy)methyl)-1H-indole-3-carbonitrile). Yield: 70.0%. RXN SMILES: [CH3:1][Mg]Br.[Cl:4][C:5]1[CH:6]=[C:7]2[C:11](=[C:12]([CH:14]=[O:15])[CH:13]=1)[N:10]([CH2:16][O:17][CH2:18][CH2:19][Si:20]([CH3:23])([CH3:22])[CH3:21])[CH:9]=[C:8]2[C:24]#[N:25]>C1COCC1>[Cl:4][C:5]1[CH:6]=[C:7]2[C:11](=[C:12]([CH:14]([OH:15])[CH3:1])[CH:13]=1)[N:10]([CH2:16][O:17][CH2:18][CH2:19][Si:20]([CH3:22])([CH3:21])[CH3:23])[CH:9]=[C:8]2[C:24]#[N:25]. Procedure details: Methylmagnesium bromide (0.334 mL, 1.002 mmol) was added to a −20° C. solution of 5-chloro-7-formyl-1-((2-(trimethylsilyl)ethoxy)methyl)-1H-indole-3-carbonitrile (305 mg, 0.911 mmol) in THF (10 mL). The reaction was stirred 1 hour at −20° C., and TLC indicated that reaction was about 50% complete and no longer progressing. More methylmagnesium bromide (0.304 mL, 0.911 mmol) was added and the reaction was stirred an additional 1 hour at −20° C. The reaction was quenched by addition of HCL(1N, 10 ... Reactants: CC(C)(C)[Si](C)(C)OCCOc1ccc(Br)cc1, [Li]CCCC, CON(C)C(=O)c1ccc(Cl)c(S(N)(=O)=O)c1, C1CCOC1. The product is CC(C)(C)[Si](C)(C)OCCOc1ccc(C(=O)c2ccc(Cl)c(S(N)(=O)=O)c2)cc1. Reaction SMILES: [Br:1][c:2]1[cH:3][cH:4][c:5]([O:6][CH2:7][CH2:8][O:9][Si:10]([CH3:11])([CH3:12])[C:13]([CH3:14])([CH3:15])[CH3:16])[cH:17][cH:18]1.[CH2:19]([Li:20])[CH2:21][CH2:22][CH3:23].[Cl:24][c:25]1[c:26]([S:37]([NH2:38])(=[O:39])=[O:40])[cH:27][c:28]([C:29](=[O:30])[N:31]([O:32][CH3:33])[CH3:34])[cH:35][cH:36]1.[O:41]1[CH2:42][CH2:43][CH2:44][CH2:45]1>>[c:2]1([C:29]([c:28]2[cH:27][c:26]([S:37]([NH2:38])(=[O:39])=[O:40])[c:25]([Cl:24])[cH:36][cH:35]2)=[O:30])[cH:3][cH:4][c:5]([O:6][CH2:7][CH2:8][O:9][Si:10]([CH3:11])([CH3:12])[C:13]([CH3:14])([CH3:15])[CH3:16])[cH:17][cH:18]1. Starting materials: C(C=1C(N)=CC=CC1)(=O)N (anthranilamide), C(C)(=O)[O-].[Na+] (sodium acetate), C(C)(=O)O (acetic acid). The solvent is CC(=O)C (acetone). Run at time 1 hour. Product: C(CC)OC1=C(C(=O)NC2=C(C(=O)N)C=CC=C2)C=CC=C1 (2-(2-propoxybenzamido)benzamide). RXN SMILES: [C:1]([NH2:10])(=[O:9])[C:2]1[C:3](=[CH:5][CH:6]=[CH:7][CH:8]=1)[NH2:4].[C:11]([O-:14])(=O)[CH3:12].[Na+].[C:16]([OH:19])(=O)[CH3:17]>CC(C)=O>[CH2:3]([O:14][C:11]1[CH:12]=[CH:8][CH:2]=[CH:1][C:17]=1[C:16]([NH:4][C:3]1[CH:5]=[CH:6][CH:7]=[CH:8][C:2]=1[C:1]([NH2:10])=[O:9])=[O:19])[CH2:5][CH3:6] |f:1.2|. Procedure details: A mixture of 2-propoxybenzoic acid (5 g) in thionyl chloride (20 ml) was heated under reflux for three hours. Thionyl chloride was removed under reduced pressure and the residue was azeotroped with toluene to yield the acid chloride as a yellow oil (5.5 g). A solution of anthranilamide (3.77 g) in a mixture of saturated aqueous sodium acetate (20 ml) and acetic acid (20 ml) was added to the yellow oil in acetone (4 ml). The resulting solution was stirred at ambient temperature for one hour to yi... The reactants are COc1ccc([N+](=O)[O-])cc1Br, CC(=O)O, [Fe]. The product is COc1ccc(N)cc1Br. As a reaction SMILES: [Br:1][c:2]1[c:3]([O:11][CH3:12])[cH:4][cH:5][c:6]([N+:8]([O-:9])=[O:10])[cH:7]1.[CH3:13][C:14](=[O:15])[OH:16].[Fe:17]>>[Br:1][c:2]1[c:3]([O:11][CH3:12])[cH:4][cH:5][c:6]([NH2:8])[cH:7]1.